Dataset: the Open Reaction Database (ORD), a public repository of structured organic reaction records. Task: describe an organic reaction: reactants, conditions, products, and yield The reactants are C1COCCO1, CC(=O)Nc1ccc(Nc2ccnc3ccc(N(C)C)cc23)cc1, CO, CCOC(C)=O, Cl. The product is CN(C)c1ccc2[nH+]ccc(Nc3ccc(N)cc3)c2c1, [Cl-]. RXN SMILES: [CH2:26]1[O:27][CH2:28][CH2:29][O:30][CH2:31]1.[CH3:1][N:2]([c:3]1[cH:4][c:5]2[c:6]([NH:13][c:14]3[cH:15][cH:16][c:17]([NH:20][C:21](=[O:22])[CH3:23])[cH:18][cH:19]3)[cH:7][cH:8][n:9][c:10]2[cH:11][cH:12]1)[CH3:24].[CH3:32][OH:33].[CH3:34][CH2:35][O:36][C:37]([CH3:38])=[O:39].[ClH:25]>>[CH3:1][N:2]([c:3]1[cH:4][c:5]2[c:6]([NH:13][c:14]3[cH:15][cH:16][c:17]([NH2:20])[cH:18][cH:19]3)[cH:7][cH:8][nH+:9][c:10]2[cH:11][cH:12]1)[CH3:24].[Cl-:25]. The reactants are broth filtrate, CC[C@H](C)C(=O)O[C@H]1C[C@H](C=C2[C@H]1[C@H]([C@H](C=C2)C)CC[C@H](C[C@H](CC(=O)O)O)O)C (lovastatin acid), S(O)(O)(=O)=O (sulfuric acid). The solvent is C1(=CC=CC=C1)C (toluene). Reaction conditions: time 3 hour. Product: CC[C@H](C)C(=O)O[C@H]1C[C@H](C=C2[C@H]1[C@H]([C@H](C=C2)C)CC[C@@H]3C[C@H](CC(=O)O3)O)C (Lovastatin). As a reaction SMILES: [CH3:1][CH2:2][C@@H:3]([C:5]([O:7][C@@H:8]1[C@@H:13]2[C@@H:14]([CH2:19][CH2:20][C@@H:21](O)[CH2:22][C@@H:23]([OH:28])[CH2:24][C:25]([OH:27])=[O:26])[C@@H:15]([CH3:18])[CH:16]=[CH:17][C:12]2=[CH:11][C@H:10]([CH3:30])[CH2:9]1)=[O:6])[CH3:4].S(=O)(=O)(O)O>C1(C)C=CC=CC=1>[CH3:1][CH2:2][C@@H:3]([C:5]([O:7][C@@H:8]1[C@@H:13]2[C@@H:14]([CH2:19][CH2:20][C@H:21]3[O:26][C:25](=[O:27])[CH2:24][C@H:23]([OH:28])[CH2:22]3)[C@@H:15]([CH3:18])[CH:16]=[CH:17][C:12]2=[CH:11][C@H:10]([CH3:30])[CH2:9]1)=[O:6])[CH3:4]. Procedure: Various portions of broth filtrate were treated at different pH-values and temperatures and of different duration, as shown in Table 1. For each set of parameters, 1,000 ml of a broth filtrate of strain AD43 (lovastatin acid concentration of 0.4 g/l) was used. After the treatment, the filtrate was brought to pH=4 using sulfuric acid, and 1,000 ml of toluene were mixed with the filtrate for 30 minutes. The layers were subsequently separated, and the toluene layer was concentrated to a volume of 8... The reactants are CC(C)OC(=O)C(CCCO)NC(=O)OC(C)(C)C, C=CCOC(=O)OC, C1CCOC1, O=C(C=Cc1ccccc1)C=Cc1ccccc1, O=C(C=Cc1ccccc1)C=Cc1ccccc1, O=C(C=Cc1ccccc1)C=Cc1ccccc1, [Pd], [Pd], c1ccc(P(c2ccccc2)c2ccc3ccccc3c2-c2c(P(c3ccccc3)c3ccccc3)ccc3ccccc23)cc1. Yields the product C=CCOCCCC(NC(=O)OC(C)(C)C)C(=O)OC(C)C. RXN SMILES: [C:1]([CH3:2])([CH3:3])([CH3:4])[O:5][C:6](=[O:7])[NH:8][CH:9]([C:10](=[O:11])[O:12][CH:13]([CH3:14])[CH3:15])[CH2:16][CH2:17][CH2:18][OH:19].[C:20](=[O:21])([O:25][CH3:26])[O:27][CH2:22][CH:23]=[CH2:24].[CH2:74]1[O:75][CH2:76][CH2:77][CH2:78]1.[O:117]=[C:118]([CH:119]=[CH:120][c:121]1[cH:122][cH:123][cH:124][cH:125][cH:126]1)[CH:127]=[CH:128][c:129]1[cH:130][cH:131][cH:132][cH:133][cH:134]1.[O:81]=[C:82]([CH:83]=[CH:84][c:85]1[cH:86][cH:87][cH:88][cH:89][cH:90]1)[CH:91]=[CH:92][c:93]1[cH:94][cH:95][cH:96][cH:97][cH:98]1.[O:99]=[C:100]([CH:101]=[CH:102][c:103]1[cH:104][cH:105][cH:106][cH:107][cH:108]1)[CH:109]=[CH:110][c:111]1[cH:112][cH:113][cH:114][cH:115][cH:116]1.[Pd:79].[Pd:80].[cH:28]1[cH:29][cH:30][c:31]([P:32]([c:33]2[cH:34][cH:35][c:36]3[c:37]([cH:38][cH:39][cH:40][cH:41]3)[c:42]2-[c:43]2[c:44]3[c:45]([cH:46][cH:47][cH:48][cH:49]3)[cH:50][cH:51][c:52]2[P:53]([c:54]2[cH:55][cH:56][cH:57][cH:58][cH:59]2)[c:60]2[cH:61][cH:62][cH:63][cH:64][cH:65]2)[c:66]2[cH:67][cH:68][cH:69][cH:70][cH:71]2)[cH:72][cH:73]1>>[C:1]([CH3:2])([CH3:3])([CH3:4])[O:5][C:6](=[O:7])[NH:8][CH:9]([C:10](=[O:11])[O:12][CH:13]([CH3:14])[CH3:15])[CH2:16][CH2:17][CH2:18][O:19][CH2:24][CH:23]=[CH2:22]. Starting materials: ClC=1C(=NC=C(C1)C(F)(F)F)C1=CC(=C(C=C1)Cl)C(Br)Br (3-chloro-2-(4-chloro-3-dibromomethylphenyl)-5-trifluoromethylpyridine), S(O)(O)(=O)=O (sulfuric acid), ice water. Product: ClC=1C(=NC=C(C1)C(F)(F)F)C1=CC(=C(C=C1)Cl)C=O (3-Chloro-2-(4-chloro-3-formylphenyl)-5-trifluoromethylpyridine). As a reaction SMILES: [Cl:1][C:2]1[C:3]([C:12]2[CH:17]=[CH:16][C:15]([Cl:18])=[C:14]([CH:19](Br)Br)[CH:13]=2)=[N:4][CH:5]=[C:6]([C:8]([F:11])([F:10])[F:9])[CH:7]=1.S(=O)(=O)(O)[OH:23]>>[Cl:1][C:2]1[C:3]([C:12]2[CH:17]=[CH:16][C:15]([Cl:18])=[C:14]([CH:19]=[O:23])[CH:13]=2)=[N:4][CH:5]=[C:6]([C:8]([F:11])([F:10])[F:9])[CH:7]=1. Reported procedure: 6.99 g (15.1 mmol) of 3-chloro-2-(4-chloro-3-dibromomethylphenyl)-5-trifluoromethylpyridine in 100 ml of 96% strength sulfuric acid were stirred at 100° C. for one hour during which a vigorous stream of nitrogen was passed through the reaction mixture. The mixture was cooled and then poured into ice-water. The solid product was separated off, washed with water and dried under reduced pressure. Yield: 4.2 g (87%) of colorless crystals of melting point 94° C.